From a dataset of the Open Reaction Database (ORD), a public repository of structured organic reaction records. describe an organic reaction: reactants, conditions, products, and yield The reactants are C(C)(C)(C)OC(=O)NC1CN(CC1)C(=O)OCC1=CC(=CC(=C1)Cl)Cl (3,5-dichlorobenzyl 3-((tert-butoxycarbonyl)amino)pyrrolidine-1-carboxylate), FC(C(=O)O)(F)F (trifluoroacetic acid). The solvent is C(Cl)Cl (DCM). Yields the product NC1CN(CC1)C(=O)OCC1=CC(=CC(=C1)Cl)Cl (3,5-Dichlorobenzyl 3-aminopyrrolidine-1-carboxylate). Reaction SMILES: C(OC([NH:8][CH:9]1[CH2:13][CH2:12][N:11]([C:14]([O:16][CH2:17][C:18]2[CH:23]=[C:22]([Cl:24])[CH:21]=[C:20]([Cl:25])[CH:19]=2)=[O:15])[CH2:10]1)=O)(C)(C)C.FC(F)(F)C(O)=O>C(Cl)Cl>[NH2:8][CH:9]1[CH2:13][CH2:12][N:11]([C:14]([O:16][CH2:17][C:18]2[CH:23]=[C:22]([Cl:24])[CH:21]=[C:20]([Cl:25])[CH:19]=2)=[O:15])[CH2:10]1. Reported procedure: A mixture comprising of 3,5-dichlorobenzyl 3-((tert-butoxycarbonyl)amino)pyrrolidine-1-carboxylate (1.8143 g, 4.66 mmol) and trifluoroacetic acid (14.36 ml, 186 mmol) in DCM (15.54 ml) was stirred at RT for 2 hours. The reaction mixture was concentrated under reduced pressure, diluted with DCM and washed with water. The organic portion was separated, dried over MgSO4, filtered and concentrated under reduced pressure to form an orange oil which was used in the next step without further purificati... Reactants: [Al+3], OCc1cc(Br)ccc1O, CC(C)=O, CCOCC, [Cl-], [Cl-], [Cl-], [Na+], [OH-]. Product: CC1(C)OCc2cc(Br)ccc2O1. Reaction SMILES: [Al+3:12].[Br:1][c:2]1[cH:3][c:4]([CH2:5][OH:6])[c:7]([OH:10])[cH:8][cH:9]1.[CH3:17][C:18]([CH3:19])=[O:20].[CH3:21][CH2:22][O:23][CH2:24][CH3:25].[Cl-:11].[Cl-:13].[Cl-:14].[Na+:16].[OH-:15]>>[Br:1][c:2]1[cH:3][c:4]2[c:7]([cH:8][cH:9]1)[O:10][C:18]([CH3:17])([CH3:19])[O:6][CH2:5]2. Reactants: NC1=CC(=C(C(=O)N[C@@H]2[C@@H](CN(CC2)CCCC(=O)N2CCC3(OCCO3)CC2)OC)C=C1Cl)OC (cis-4-amino-5-chloro-N-[1-[4-(1,4-dioxa-8-azaspiro[4.5]dec-8-yl)-4-oxobutyl]-3-methoxy-4-piperidinyl]-2-methoxybenzamide), S(O)(O)(=O)=O (sulfuric acid), C([O-])([O-])=O.[Na+].[Na+] (sodium carbonate). Solvent: O (water). Reaction conditions: time 2 hour. Yields the product NC1=CC(=C(C(=O)N[C@@H]2[C@@H](CN(CC2)CCCC(N2CCC(CC2)=O)=O)OC)C=C1Cl)OC (cis-4-amino-5-chloro-2-methoxy-N-[3-methoxy-1-[4-oxo-4-(4-oxo-1-piperidinyl)butyl]-4-piperidinyl]benzamide). Isolated yield 51.9%. As a reaction SMILES: [NH2:1][C:2]1[C:33]([Cl:34])=[CH:32][C:5]([C:6]([NH:8][C@H:9]2[CH2:14][CH2:13][N:12]([CH2:15][CH2:16][CH2:17][C:18]([N:20]3[CH2:29][CH2:28][C:23]4(OCC[O:24]4)[CH2:22][CH2:21]3)=[O:19])[CH2:11][C@H:10]2[O:30][CH3:31])=[O:7])=[C:4]([O:35][CH3:36])[CH:3]=1.S(=O)(=O)(O)O.C(=O)([O-])[O-].[Na+].[Na+]>O>[NH2:1][C:2]1[C:33]([Cl:34])=[CH:32][C:5]([C:6]([NH:8][C@H:9]2[CH2:14][CH2:13][N:12]([CH2:15][CH2:16][CH2:17][C:18](=[O:19])[N:20]3[CH2:21][CH2:22][C:23](=[O:24])[CH2:28][CH2:29]3)[CH2:11][C@H:10]2[O:30][CH3:31])=[O:7])=[C:4]([O:35][CH3:36])[CH:3]=1 |f:2.3.4|. Procedure: A mixture of 2.1 parts of cis-4-amino-5-chloro-N-[1-[4-(1,4-dioxa-8-azaspiro[4.5]dec-8-yl)-4-oxobutyl]-3-methoxy-4-piperidinyl]-2-methoxybenzamide, 0.74 parts of sulfuric acid and 40 parts of water was stirred for 2 hours at reflux temperature. After cooling, the reaction mixture was made alkaline with sodium carbonate while cooling. The product was extracted with trichloromethane. The extract was washed with water, dried, filtered and evaporated. The residue was crystallized from acetonitrile. ... Starting materials: CC(C)(C)c1ccc(CCC(O)CC2CCCCC2)cc1NC(=O)CC1c2ccccc2Oc2ccccc21, O=C1CCCC(=O)O1. The product is CC(C)(C)c1ccc(CCC(CC2CCCCC2)OC(=O)CCCC(=O)O)cc1NC(=O)CC1c2ccccc2Oc2ccccc21. RXN SMILES: [C:1]([CH3:2])([CH3:3])([CH3:4])[c:5]1[c:6]([NH:22][C:23]([CH2:24][CH:25]2[c:26]3[cH:27][cH:28][cH:29][cH:30][c:31]3[O:32][c:33]3[cH:34][cH:35][cH:36][cH:37][c:38]32)=[O:39])[cH:7][c:8]([CH2:11][CH2:12][CH:13]([CH2:14][CH:15]2[CH2:16][CH2:17][CH2:18][CH2:19][CH2:20]2)[OH:21])[cH:9][cH:10]1.[C:40]1(=[O:47])[CH2:41][CH2:42][CH2:43][C:44](=[O:45])[O:46]1>>[C:1]([CH3:2])([CH3:3])([CH3:4])[c:5]1[c:6]([NH:22][C:23]([CH2:24][CH:25]2[c:26]3[cH:27][cH:28][cH:29][cH:30][c:31]3[O:32][c:33]3[cH:34][cH:35][cH:36][cH:37][c:38]32)=[O:39])[cH:7][c:8]([CH2:11][CH2:12][CH:13]([CH2:14][CH:15]2[CH2:16][CH2:17][CH2:18][CH2:19][CH2:20]2)[O:21][C:40]([CH2:41][CH2:42][CH2:43][C:44](=[O:45])[OH:46])=[O:47])[cH:9][cH:10]1. Reactants: C(#N)N1CCC(CC1)C1=NSC2=C1C=CC=C2 (3-(1-cyano-4-piperidinyl)-1,2-benzisothiazole), [C-]#N.[K+] (KCN), CO (MeOH). Yields the product COC(=N)N1CCC(CC1)C1=NSC2=C1C=CC=C2 (4-(1,2-Benzisothiazol-3-yl)piperidine-1-carboximidic acid methyl ester). As a reaction SMILES: [C:1]([N:3]1[CH2:8][CH2:7][CH:6]([C:9]2[C:13]3[CH:14]=[CH:15][CH:16]=[CH:17][C:12]=3[S:11][N:10]=2)[CH2:5][CH2:4]1)#[N:2].[C-]#N.[K+].[CH3:21][OH:22]>>[CH3:21][O:22][C:1]([N:3]1[CH2:8][CH2:7][CH:6]([C:9]2[C:13]3[CH:14]=[CH:15][CH:16]=[CH:17][C:12]=3[S:11][N:10]=2)[CH2:5][CH2:4]1)=[NH:2] |f:1.2|. Reported procedure: A mixture of 3-(1-cyano-4-piperidinyl)-1,2-benzisothiazole (11.7 g, 0.048 mole), KCN (3.1 g) and MeOH (145 ml) was stirred and refluxed for 4 hours, and then stirred at ambient temperature for 14 hours. The MeOH was removed in vacuo and the residue diluted with water. The aqueous suspension was extracted with chloroform and the chloroform extract was washed with water and dried over MgSO4. Thereafter, the chloroform was evaporated in vacuo to yield 12.4 g of a solid. Recrystallization from EtOAc...